Dataset: the Open Reaction Database (ORD), a public repository of structured organic reaction records. Task: describe an organic reaction: reactants, conditions, products, and yield Reactants: C(CC)C1=NC2=C(N1CC1=CC=C(C=C1)C1=C(C=CC=C1)C=1N=NN(N1)C(C1=CC=CC=C1)(C1=CC=CC=C1)C1=CC=CC=C1)C=C(C=C2C)C=2N=CN(C2)CC2CCC2 (4'-[(2-n-propyl-4-methyl-6-(1-cyclobutylmethyl-imidazol-4-yl)-benzimidazol-1-yl)-methyl]-2-(2-triphenylmethyl-tetrazol-5-yl)-biphenyl), [N-]=[N+]=[N-].[Na+] (sodium azide). Procedure details: Prepared analogously to Example 103 from 4'-[(2-n-propyl-4-methyl-6-(1-cyclobutylmethyl-imidazol-4-yl)-benzimidazol-1-yl)-methyl]-2-(2-triphenylmethyl-tetrazol-5-yl)-biphenyl and sodium azide in dimethylformamide. As a reaction SMILES: [CH2:1]([C:4]1[N:8]([CH2:9][C:10]2[CH:15]=[CH:14][C:13]([C:16]3[CH:21]=[CH:20][CH:19]=[CH:18][C:17]=3[C:22]3[N:23]=[N:24][N:25](C(C4C=CC=CC=4)(C4C=CC=CC=4)C4C=CC=CC=4)[N:26]=3)=[CH:12][CH:11]=2)[C:7]2[CH:46]=[C:47]([C:51]3[N:52]=[CH:53][N:54]([CH2:56][CH:57]4[CH2:60][CH2:59][CH2:58]4)[CH:55]=3)[CH:48]=[C:49]([CH3:50])[C:6]=2[N:5]=1)[CH2:2][CH3:3].[N-]=[N+]=[N-].[Na+]>CN(C)C=O>[CH2:1]([C:4]1[N:8]([CH2:9][C:10]2[CH:15]=[CH:14][C:13]([C:16]3[CH:21]=[CH:20][CH:19]=[CH:18][C:17]=3[C:22]3[NH:23][N:24]=[N:25][N:26]=3)=[CH:12][CH:11]=2)[C:7]2[CH:46]=[C:47]([C:51]3[N:52]=[CH:53][N:54]([CH2:56][CH:57]4[CH2:58][CH2:59][CH2:60]4)[CH:55]=3)[CH:48]=[C:49]([CH3:50])[C:6]=2[N:5]=1)[CH2:2][CH3:3] |f:1.2|. Run in CN(C=O)C (dimethylformamide). Yields the product C(CC)C1=NC2=C(N1CC1=CC=C(C=C1)C1=C(C=CC=C1)C1=NN=NN1)C=C(C=C2C)C=2N=CN(C2)CC2CCC2 (4'-[(2-n-Propyl-4-methyl-6-(1-cyclobutylmethyl-imidazol-4-yl)-benzimidazol-1-yl)-methyl]-2-(1H-tetrazol-5-yl)-biphenyl). Reactants: C(OCC)(OCC)OCC (Triethyl orthoformate), C[C@@]12C(=O)CC[C@H]1[C@@H]1CCC3=CC(=O)CC[C@]3(C)[C@H]1CC2 (Androstenedione), C1(=CC=C(C=C1)S(=O)(=O)O)C (p-toluenesulphonic acid). The reagents and catalysts are N1=CC=CC=C1 (pyridine). The solvent is CC(C)O (propan-2-ol). The product is C(C)(C)OC1=CC2=CC[C@H]3[C@@H]4CCC([C@@]4(C)CC[C@@H]3[C@]2(CC1)C)=O (3-iso-propoxy-androsta-3,5-dien-17-one). Yield: 1677.5%. As a reaction SMILES: [CH3:1][C@:2]12[CH2:21][CH2:20][C@H:19]3[C@@H:8]([CH2:9][CH2:10][C:11]4[C@:17]3([CH3:18])[CH2:16][CH2:15][C:13](=[O:14])[CH:12]=4)[C@@H:7]1[CH2:6][CH2:5][C:3]2=[O:4].C(OCC)(OCC)OCC.[C:32]1(C)[CH:37]=CC(S(O)(=O)=O)=C[CH:33]=1>CC(O)C.N1C=CC=CC=1>[CH:32]([O:14][C:13]1[CH2:15][CH2:16][C@@:17]2([CH3:18])[C:11](=[CH:10][CH2:9][C@@H:8]3[C@@H:19]2[CH2:20][CH2:21][C@@:2]2([CH3:1])[C@H:7]3[CH2:6][CH2:5][C:3]2=[O:4])[CH:12]=1)([CH3:37])[CH3:33]. Procedure details: Androstenedione (10 g.) was dissolved in propan-2-ol (500 ml). Triethyl orthoformate (7.15 ml) was added, followed by p-toluenesulphonic acid (250 mg) and the solution refluxed for fifteen minutes. A few drops of pyridine were added and the solution evaporated under reduced pressure to give a pale yellow solid. This was recrystallised from methanol to give 3-iso-propoxy-androsta-3,5-dien-17-one (8.0 g) as white crystals, M.p. 147°-151°. ##STR14## The product is O=C1c2c(F)c(F)c(F)c(F)c2C(=O)N1c1ccc(F)cc1F. Reaction SMILES: [CH3:25][C:26](=[O:27])[OH:28].[F:10][c:11]1[c:12]([F:24])[c:13]([F:23])[c:14]([F:22])[c:15]2[c:16]1[C:17](=[O:18])[O:19][C:20]2=[O:21].[F:1][c:2]1[c:3]([NH2:4])[cH:5][cH:6][c:7]([F:9])[cH:8]1>>[F:1][c:2]1[c:3]([N:4]2[C:17](=[O:18])[c:16]3[c:11]([F:10])[c:12]([F:24])[c:13]([F:23])[c:14]([F:22])[c:15]3[C:20]2=[O:19])[cH:5][cH:6][c:7]([F:9])[cH:8]1. Starting materials: CC(=O)O, O=C1OC(=O)c2c(F)c(F)c(F)c(F)c21, Nc1ccc(F)cc1F. Starting materials: C(C)C1C(CCC(C(OC(C2CCCCN2C(C(C2(C(CC(C(C(CC(CC(=C1)C)C)OC)O2)OC)C)O)=O)=O)=O)C(=CC2CC(C(CC2)O[Si](C)(C)C)Cl)C)C)=O (17-ethyl-1-hydroxy-12-[2'-(3"-chloro-4"-trimethylsilyloxycyclohexyl)-1'-methylvinyl]-23,25-dimethoxy-13,19,21,27-tetramethyl-11,28-dioxa-4-azatricyclo[22.3.1.04,9 ]octacos-18-ene-2,3,10,16-tetraone), C1(=CC=C(C=C1)S(=O)(=O)O)C (p-toluenesulfonic acid). The solvent is C(Cl)Cl (methylene chloride). Reaction conditions: time 20 minute. Yields the product C(C)C1C(CCC(C(OC(C2CCCCN2C(C(C2(C(CC(C(C(CC(CC(=C1)C)C)OC)O2)OC)C)O)=O)=O)=O)C(=CC2CC(C(CC2)O)Cl)C)C)=O (17-Ethyl-1-hydroxy-12-[2'-(3"-chloro-4"-hydroxycyclohexyl)-1'-methylvinyl]-23,25-dimethoxy-13,19,21,27-tetramethyl-11,28-dioxa-4-azatricyclo[22.3.1.04,9 ]octacos-18-ene-2,3,10,16-tetraone). As a reaction SMILES: [CH2:1]([CH:3]1[CH:29]=[C:28]([CH3:30])[CH2:27][CH:26]([CH3:31])[CH2:25][CH:24]([O:32][CH3:33])[CH:23]2[O:34][C:19]([OH:38])([CH:20]([CH3:37])[CH2:21][CH:22]2[O:35][CH3:36])[C:18](=[O:39])[C:17](=[O:40])[N:16]2[CH:11]([CH2:12][CH2:13][CH2:14][CH2:15]2)[C:10](=[O:41])[O:9][CH:8]([C:42]([CH3:56])=[CH:43][CH:44]2[CH2:49][CH2:48][CH:47]([O:50][Si](C)(C)C)[CH:46]([Cl:55])[CH2:45]2)[CH:7]([CH3:57])[CH2:6][CH2:5][C:4]1=[O:58])[CH3:2].C1(C)C=CC(S(O)(=O)=O)=CC=1>C(Cl)Cl>[CH2:1]([CH:3]1[CH:29]=[C:28]([CH3:30])[CH2:27][CH:26]([CH3:31])[CH2:25][CH:24]([O:32][CH3:33])[CH:23]2[O:34][C:19]([OH:38])([CH:20]([CH3:37])[CH2:21][CH:22]2[O:35][CH3:36])[C:18](=[O:39])[C:17](=[O:40])[N:16]2[CH:11]([CH2:12][CH2:13][CH2:14][CH2:15]2)[C:10](=[O:41])[O:9][CH:8]([C:42]([CH3:56])=[CH:43][CH:44]2[CH2:49][CH2:48][CH:47]([OH:50])[CH:46]([Cl:55])[CH2:45]2)[CH:7]([CH3:57])[CH2:6][CH2:5][C:4]1=[O:58])[CH3:2]. Reported procedure: To a solution of 17-ethyl-1-hydroxy-12-[2'-(3"-chloro-4"-trimethylsilyloxycyclohexyl)-1'-methylvinyl]-23,25-dimethoxy-13,19,21,27-tetramethyl-11,28-dioxa-4-azatricyclo[22.3.1.04,9 ]octacos-18-ene-2,3,10,16-tetraone (20 mg) in 1 ml of methylene chloride was added a solution of p-toluenesulfonic acid (200 μl, 1% solution in methanol) and stirred for 20 minutes at room temperature. Purification of the crude product by preparative tlc on silica gel (1:1 hexane:ethyl acetate) gave the title compound ... Reactants: COC=1C=C(C=CC1OC)C1(CCCCC1)C#N (1-(3,4-Dimethoxyphenyl)cyclohexanecarbonitrile), [N+](=O)(O)[O-] (nitric acid), ice. Run in CC(=O)O.CC(=O)OC(=O)C (HOAc Ac2O). Conditions: temperature 0 celsius. Product: COC1=CC(=C(C=C1OC)C1(CCCCC1)C#N)[N+](=O)[O-] (1-(4,5-dimethoxy-2-nitrophenyl)cyclohexanecarbonitrile). Isolated yield 28.8%. RXN SMILES: [CH3:1][O:2][C:3]1[CH:4]=[C:5]([C:11]2([C:17]#[N:18])[CH2:16][CH2:15][CH2:14][CH2:13][CH2:12]2)[CH:6]=[CH:7][C:8]=1[O:9][CH3:10].[N+:19]([O-])([OH:21])=[O:20]>CC(O)=O.CC(OC(C)=O)=O>[CH3:10][O:9][C:8]1[C:3]([O:2][CH3:1])=[CH:4][C:5]([C:11]2([C:17]#[N:18])[CH2:12][CH2:13][CH2:14][CH2:15][CH2:16]2)=[C:6]([N+:19]([O-:21])=[O:20])[CH:7]=1 |f:2.3|. Procedure: 1-(3,4-Dimethoxyphenyl)cyclohexanecarbonitrile (0.736 g, 3 mmol), prepared in Step 1, was dissolved in HOAc/Ac2O 1/1 (6 mL) was cooled to 0° C. and treated slowly with nitric acid (0.582 g, 6 mmol, 65%). The reaction was left stirring in the ice bath for 10 min, poured into ice and extracted with EtOAc. Organic layer was dried (MgSO4), filtered and concentrated. Purification by flash chromatography (silica gel, 5-25% EtOAc/hexane) afforded (251 mg, 29%) of 1-(4,5-dimethoxy-2-nitrophenyl)cyclohex... The reactants are C(C)(C)(C)C1=NN(C(=N1)SC)C1=C(C=C(C=C1Cl)Cl)Cl (3-(tert-butyl)-5-methylthio-1-(2,4,6-trichlorophenyl)-1H-1,2,4-triazole), C(C)O (ethanol), OOS(=O)[O-].[K+] (Oxone), OOS(=O)[O-].[K+] (Oxone). Solvent: O (water). Run at time 4 hour. The product is C(C)(C)(C)C1=NN(C(=N1)S(=O)(=O)C)C1=C(C=C(C=C1Cl)Cl)Cl (3-(tert-butyl)-5-methylsulfonyl-1-(2,4,6-trichlorophenyl)-1H-1,2,4-triazol). As a reaction SMILES: [C:1]([C:5]1[N:9]=[C:8](SC)[N:7]([C:12]2[C:17]([Cl:18])=[CH:16][C:15]([Cl:19])=[CH:14][C:13]=2[Cl:20])[N:6]=1)([CH3:4])([CH3:3])[CH3:2].[CH2:21](O)C.O[O:25][S:26]([O-:28])=O.[K+]>O>[C:1]([C:5]1[N:9]=[C:8]([S:26]([CH3:21])(=[O:28])=[O:25])[N:7]([C:12]2[C:17]([Cl:18])=[CH:16][C:15]([Cl:19])=[CH:14][C:13]=2[Cl:20])[N:6]=1)([CH3:2])([CH3:3])[CH3:4] |f:2.3|. Reported procedure: 3.5 g (0.01 mol) of 3-(tert-butyl)-5-methylthio-1-(2,4,6-trichlorophenyl)-1H-1,2,4-triazole was added to 120 ml of 85% ethanol, and 24.6 g (0.04 mol) of Oxone (trade mark) was further added thereto. The mixture was stirred at room temperature for 4 hours. Then, water was added to such an extent that Oxone (as described above) remained in a small amount, and the mixture was extracted with dichloromethane. The dichloromethane layer was dried, and then the solvent was distilled off. The residue was... The reactants are OC=1C=CC=C2C=CC(=NC12)C (8-hydroxy-2-methylquinoline). Reagents/catalysts: O=[Pt]=O (PtO2). Solvent: CO (methanol). Reaction conditions: time 24 hour. The product is CC1NC2=C(C=CC=C2CC1)O (2-methyl-8-hydroxy-1,2,3,4-tetrahydroquinoline). RXN SMILES: [OH:1][C:2]1[CH:3]=[CH:4][CH:5]=[C:6]2[C:11]=1[N:10]=[C:9]([CH3:12])[CH:8]=[CH:7]2>CO.O=[Pt]=O>[CH3:12][CH:9]1[CH2:8][CH2:7][C:6]2[C:11](=[C:2]([OH:1])[CH:3]=[CH:4][CH:5]=2)[NH:10]1. Reported procedure: 7.50 g (47.0 mmol) of 8-hydroxy-2-methylquinoline were hydrogenated in an autoclave in the presence of 0.75 g of PtO2 in 60 ml of methanol at 4 bar of H2 and a temperature of 50° C. for 24 h. The reaction solution was filtered, and the filtrate was concentrated to dryness. The residue of 2-methyl-8-hydroxy-1,2,3,4-tetrahydroquinoline obtained was dissolved in 60 ml of ethanol, 3.85 ml of 37% strength formaldehyde solution and 1.1 g of Pd/C (10% strength) were added, and the reaction mixture obta...